From a dataset of the Open Reaction Database (ORD), a public repository of structured organic reaction records. describe an organic reaction: reactants, conditions, products, and yield Reactants: C(C=CC1=CC=CC=C1)=NO (cinnamaldoxime), C1CC(=O)N(C1=O)Cl (NCS), ice water. The solvent is CN(C)C=O (DMF). Conditions: time 8 hour. Yields the product ON=C(\C=C/C1=CC=CC=C1)Cl ((Z)-N-hydroxycinnamimidoyl chloride). Reaction SMILES: [CH:1](=[N:10][OH:11])[CH:2]=[CH:3][C:4]1[CH:9]=[CH:8][CH:7]=[CH:6][CH:5]=1.C1C(=O)N([Cl:19])C(=O)C1>CN(C=O)C>[OH:11][N:10]=[C:1]([Cl:19])/[CH:2]=[CH:3]\[C:4]1[CH:5]=[CH:6][CH:7]=[CH:8][CH:9]=1. Procedure details: To a stirred solution of cinnamaldoxime (10 g, 68 mmol) in DMF (100 mL) at room temperature was added solid NCS (9.08 g, 68 mmol). The suspension was stirred at room temperature overnight. The reaction mixture was poured into ice-water, extracted with a mixture of ethyl acetate and hexanes (7:3, 3×), dried with Na2SO4, concentrated and dried in vacuum to give the title compound. Reaction SMILES: [CH2:1]([c:2]1[cH:3][cH:4][cH:5][cH:6][cH:7]1)[O:8][C:9]([NH:10][CH2:11][CH2:12][OH:13])=[O:14].[CH3:37][S:38]([CH3:39])=[O:40].[CH:15]([N:16]([CH2:17][CH3:18])[CH:19]([CH3:20])[CH3:21])([CH3:22])[CH3:23].[Cl:34][CH2:35][Cl:36].[S:30](=[O:31])(=[O:32])=[O:33].[n:24]1[cH:25][cH:26][cH:27][cH:28][cH:29]1>>[CH2:1]([c:2]1[cH:3][cH:4][cH:5][cH:6][cH:7]1)[O:8][C:9]([NH:10][CH2:11][CH:12]=[O:13])=[O:14]. Starting materials: O=C(NCCO)OCc1ccccc1, CS(C)=O, CCN(C(C)C)C(C)C, ClCCl, O=S(=O)=O, c1ccncc1. The product is O=CCNC(=O)OCc1ccccc1. Reactants: O[C@]12[C@@H](C[C@H]3[C@@H]4CCC([C@@]4(C)CC[C@@H]3[C@]2(CCC(C1)=O)CO)=O)C (5α,19-dihydroxy-6β-methylandrostane-3,17-dione). The solvent is CO (methanol). Yields the product OC[C@]12CCC(C=C1[C@H](C[C@H]1[C@@H]3CCC([C@@]3(C)CC[C@H]21)=O)C)=O (19-hydroxy-6α-methyl-4-androstene-3,17-dione). Reaction SMILES: O[C@:2]12[CH2:19][C:18](=[O:20])[CH2:17][CH2:16][C@:15]1([CH2:21][OH:22])[C@@H:14]1[C@H:5]([C@H:6]3[C@@:10]([CH2:12][CH2:13]1)([CH3:11])[C:9](=[O:23])[CH2:8][CH2:7]3)[CH2:4][C@H:3]2[CH3:24]>CO>[OH:22][CH2:21][C@@:15]12[C@@H:14]3[C@H:5]([C@H:6]4[C@@:10]([CH2:12][CH2:13]3)([CH3:11])[C:9](=[O:23])[CH2:8][CH2:7]4)[CH2:4][C@H:3]([CH3:24])[C:2]1=[CH:19][C:18](=[O:20])[CH2:17][CH2:16]2. Procedure: A solution of 5α,19-dihydroxy-6β-methylandrostane-3,17-dione bis ethylenektal in methanol containing aqueous sulfuric acid is heated to its reflux temperature. The solvent is subsequently removed. Crystallization of the residue from an acetone-hexane solution yields 19-hydroxy-6α-methyl-4-androstene-3,17-dione. Reactants: CCOc1cc(C(C)(C)C)ncc1C1=NC(C)(c2ccc(Cl)cc2)C(C)(c2ccc(Cl)cc2)N1C(=O)N1CCC(=O)CC1, CC(=O)O[BH-](OC(C)=O)OC(C)=O, O=C([O-])O, CS(=O)(=O)CCN, CC(=O)[O-], ClCCl, Cl, [Na+], [Na+], [Na+]. Yields the product CCOc1cc(C(C)(C)C)ncc1C1=NC(C)(c2ccc(Cl)cc2)C(C)(c2ccc(Cl)cc2)N1C(=O)N1CCC(NCCS(C)(=O)=O)CC1. RXN SMILES: [C:1]([CH3:2])([CH3:3])([CH3:4])[c:5]1[cH:6][c:7]([O:41][CH2:42][CH3:43])[c:8]([C:11]2=[N:15][C:14]([CH3:16])([c:17]3[cH:18][cH:19][c:20]([Cl:23])[cH:21][cH:22]3)[C:13]([CH3:24])([c:25]3[cH:26][cH:27][c:28]([Cl:31])[cH:29][cH:30]3)[N:12]2[C:32](=[O:33])[N:34]2[CH2:35][CH2:36][C:37](=[O:40])[CH2:38][CH2:39]2)[cH:9][n:10]1.[C:57]([O:58][BH-:59]([O:60][C:61](=[O:62])[CH3:63])[O:64][C:65](=[O:66])[CH3:67])(=[O:68])[CH3:69].[C:71](=[O:72])([OH:73])[O-:74].[CH3:45][S:46](=[O:47])(=[O:48])[CH2:49][CH2:50][NH2:51].[CH3:53][C:54](=[O:55])[O-:56].[Cl:76][CH2:77][Cl:78].[ClH:44].[Na+:52].[Na+:70].[Na+:75]>>[C:1]([CH3:2])([CH3:3])([CH3:4])[c:5]1[cH:6][c:7]([O:41][CH2:42][CH3:43])[c:8]([C:11]2=[N:15][C:14]([CH3:16])([c:17]3[cH:18][cH:19][c:20]([Cl:23])[cH:21][cH:22]3)[C:13]([CH3:24])([c:25]3[cH:26][cH:27][c:28]([Cl:31])[cH:29][cH:30]3)[N:12]2[C:32](=[O:33])[N:34]2[CH2:35][CH2:36][CH:37]([NH:51][CH2:50][CH2:49][S:46]([CH3:45])(=[O:47])=[O:48])[CH2:38][CH2:39]2)[cH:9][n:10]1. Starting materials: ClC(Cl)Cl, CCn1c(C)nc2cc(C(F)(F)F)c(Cl)cc21, O=[N+]([O-])O, O=S(=O)(O)O. Yields the product CCn1c(C)nc2cc(C(F)(F)F)c(Cl)c([N+](=O)[O-])c21. RXN SMILES: [CH:27]([Cl:28])([Cl:29])[Cl:30].[Cl:1][c:2]1[c:3]([C:14]([F:15])([F:16])[F:17])[cH:4][c:5]2[c:6]([n:7]([CH2:11][CH3:12])[c:8]([CH3:10])[n:9]2)[cH:13]1.[OH:23][N+:24]([O-:25])=[O:26].[S:18](=[O:19])(=[O:20])([OH:21])[OH:22]>>[Cl:1][c:2]1[c:3]([C:14]([F:15])([F:16])[F:17])[cH:4][c:5]2[c:6]([n:7]([CH2:11][CH3:12])[c:8]([CH3:10])[n:9]2)[c:13]1[N+:24](=[O:23])[O-:25]. Reactants: C(=O)([O-])[O-].[K+].[K+] (K2CO3), O1C(OCC1)CCCCN1CCC(CC1)C=1C=C(C=CC1)NC(C(C)C)=O (N-(3-{-[4-(1,3-dioxolan-2-yl)butyl]-4-piperidinyl}phenyl)-2-methylpropanamide), CN(N)C1=CC=CC=C1 (1-methyl-1-phenylhydrazine), crude mixture. The reagents and catalysts are [Cl-].[Cl-].[Zn+2] (ZnCl2). Run in O (water). Conditions: temperature 80 celsius. The product is CC(C(=O)NC1=CC(=CC=C1)C1CCN(CC1)CCCC1=CN(C2=CC=CC=C12)C)C (2-methyl-N-(3-{1-[3-(1-methyl-1H-indol-3-yl)propyl]-4-piperidinyl}phenyl)propanamide). Yield: 18.4%. Reaction SMILES: O1CCO[CH:2]1[CH2:6][CH2:7][CH2:8][CH2:9][N:10]1[CH2:15][CH2:14][CH:13]([C:16]2[CH:17]=[C:18]([NH:22][C:23](=[O:27])[CH:24]([CH3:26])[CH3:25])[CH:19]=[CH:20][CH:21]=2)[CH2:12][CH2:11]1.[CH3:28][N:29]([C:31]1[CH:36]=[CH:35][CH:34]=[CH:33][CH:32]=1)N.C([O-])([O-])=O.[K+].[K+]>O.[Cl-].[Cl-].[Zn+2]>[CH3:25][CH:24]([CH3:26])[C:23]([NH:22][C:18]1[CH:19]=[CH:20][CH:21]=[C:16]([CH:13]2[CH2:14][CH2:15][N:10]([CH2:9][CH2:8][CH2:7][C:6]3[C:36]4[C:31](=[CH:32][CH:33]=[CH:34][CH:35]=4)[N:29]([CH3:28])[CH:2]=3)[CH2:11][CH2:12]2)[CH:17]=1)=[O:27] |f:2.3.4,6.7.8|. Procedure: A mixture of N-(3-{-[4-(1,3-dioxolan-2-yl)butyl]-4-piperidinyl}phenyl)-2-methylpropanamide (100 mg, 0.270 mmol), 1-methyl-1-phenylhydrazine (106 mg, 0.870 mmol), ZnCl2 (119 mg, 0.870 mmol), and HOAC (1.00 mL) was heated for 12 h at 80° C. The resulting crude mixture was diluted with water (20 mL), the aqueous layer was neutralized with saturated K2CO3 solution (10 mL) and extracted with CH2Cl2 (3×20 mL). The combined organic layers were concentrated in vacuo and the residue was purified by prepa... Starting materials: BrC1=CC=2N3C4=C(C=C(C=C4C2C=C1)OCC(=O)OC(C)(C)C)C(C=C3)=O (9-bromo-2-t-butoxycarbonylmethyloxy-4H-pyrido[3,2,1-jk]carbazole-4-one), O (water). Run in C(C)(=O)O (acetic acid), Br (HBr). Product: BrC1=CC=2N3C4=C(C=C(C=C4C2C=C1)OCC(=O)O)C(C=C3)=O (9-bromo-2-carboxymethyloxy-4H-pyrido[3,2,1-jk]carbazole-4-one). Isolated yield 92.1%. Reaction SMILES: [Br:1][C:2]1[CH:14]=[CH:13][C:12]2[C:11]3[C:6]4=[C:7]([C:24](=[O:27])[CH:25]=[CH:26][N:5]4[C:4]=2[CH:3]=1)[CH:8]=[C:9]([O:15][CH2:16][C:17]([O:19]C(C)(C)C)=[O:18])[CH:10]=3.O>C(O)(=O)C.Br>[Br:1][C:2]1[CH:14]=[CH:13][C:12]2[C:11]3[C:6]4=[C:7]([C:24](=[O:27])[CH:25]=[CH:26][N:5]4[C:4]=2[CH:3]=1)[CH:8]=[C:9]([O:15][CH2:16][C:17]([OH:19])=[O:18])[CH:10]=3. Reported procedure: 9-bromo-2-t-butoxycarbonylmethyloxy-4H-pyrido[3,2,1-jk]carbazole-4-one (120 mg) produced in Example 118 was dissolved in acetic acid (5 ml) and 48% HBr (5 ml), and the solution was stirred at room temperature for 12 hours. The reaction mixture was poured into water and the crystals precipitated were recovered by filtration, and washed with water, ethanol and ether in succession to obtain the title compound (96 mg, 92%). The reactants are CCCCCNC(C=O)COC, O=C=Nc1nnc(C2CC2)s1, c1ccccc1. Yields the product CCCCCN(C(=O)Nc1nnc(C2CC2)s1)C(C=O)COC. As a reaction SMILES: [CH2:12]([CH2:13][CH2:14][CH2:15][CH3:16])[NH:17][CH:18]([CH:19]=[O:20])[CH2:21][O:22][CH3:23].[CH:1]1([c:4]2[n:5][n:6][c:7]([N:9]=[C:10]=[O:11])[s:8]2)[CH2:2][CH2:3]1.[cH:24]1[cH:25][cH:26][cH:27][cH:28][cH:29]1>>[CH:1]1([c:4]2[n:5][n:6][c:7]([NH:9][C:10](=[O:11])[N:17]([CH2:12][CH2:13][CH2:14][CH2:15][CH3:16])[CH:18]([CH:19]=[O:20])[CH2:21][O:22][CH3:23])[s:8]2)[CH2:2][CH2:3]1. Starting materials: COc1cccc(-c2nc3ncc(-c4ccccc4)cc3n2CC(=O)OC(C)(C)C)c1, CCOC(C)=O, Cl, O. Yields the product COc1cccc(-c2nc3ncc(-c4ccccc4)cc3n2CC(=O)O)c1. RXN SMILES: [CH3:1][O:2][c:3]1[cH:4][c:5](-[c:9]2[n:10]([CH2:24][C:25](=[O:26])[O:27][C:28]([CH3:29])([CH3:30])[CH3:31])[c:11]3[c:12]([n:13][cH:14][c:15](-[c:17]4[cH:18][cH:19][cH:20][cH:21][cH:22]4)[cH:16]3)[n:23]2)[cH:6][cH:7][cH:8]1.[CH3:34][CH2:35][O:36][C:37](=[O:38])[CH3:39].[ClH:32].[OH2:33]>>[CH3:1][O:2][c:3]1[cH:4][c:5](-[c:9]2[n:10]([CH2:24][C:25](=[O:26])[OH:27])[c:11]3[c:12]([n:13][cH:14][c:15](-[c:17]4[cH:18][cH:19][cH:20][cH:21][cH:22]4)[cH:16]3)[n:23]2)[cH:6][cH:7][cH:8]1. Starting materials: CO, O=C(O)c1cc([N+](=O)[O-])ccc1F, O=S(Cl)Cl. Product: COC(=O)c1cc([N+](=O)[O-])ccc1F. Reaction SMILES: [CH3:18][OH:19].[F:5][c:6]1[c:7]([C:8](=[O:9])[OH:10])[cH:11][c:12]([N+:15](=[O:16])[O-:17])[cH:13][cH:14]1.[S:1]([Cl:2])([Cl:3])=[O:4]>>[F:5][c:6]1[c:7]([C:8](=[O:9])[O:10][CH3:18])[cH:11][c:12]([N+:15](=[O:16])[O-:17])[cH:13][cH:14]1.